From a dataset of the Open Reaction Database (ORD), a public repository of structured organic reaction records. describe an organic reaction: reactants, conditions, products, and yield The reactants are B(Br)(Br)Br (BBr3), FC=1C=C(C#N)C=CC1OC (3-fluoro-4-methoxybenzonitrile). The solvent is ClCCl (dichloromethane). The product is FC=1C=C(C#N)C=CC1O (3-fluoro-4-hydroxybenzonitrile). Isolated yield 94.2%. Reaction SMILES: B(Br)(Br)Br.[F:5][C:6]1[CH:7]=[C:8]([CH:11]=[CH:12][C:13]=1[O:14]C)[C:9]#[N:10]>ClCCl>[F:5][C:6]1[CH:7]=[C:8]([CH:11]=[CH:12][C:13]=1[OH:14])[C:9]#[N:10]. Procedure details: BBr3 (20 mL, 0.211 mol) was added to 3-fluoro-4-methoxybenzonitrile (15.6 g, 0.103 mol) in dichloromethane (100 mL) at 0° C. The mixture was refluxed for 3 days under a nitrogen atmosphere. The reaction mixture was quenched with ice water and extracted with dichloromethane. The organic layer was washed with water and brine and then dried over sodium sulfate. Solvent evaporation under reduced pressure gave 13.3 g (94%) of the product as a gray solid. 1H NMR (400 MHz, CDCl3) δ 7.38-7.42 (m, 2H), 7... Starting materials: C(=O)(C(F)(F)F)O (TFA), C(C)(C)(C)OC(=O)N(CCCCCNC(CCC(N(CCCCCNC(CCC(N(CCOCCOCCOC)OCC1=CC=CC=C1)=O)=O)OCC1=CC=CC=C1)=O)=O)OCC1=CC=CC=C1 (33-(tert-Butoxycarbonyl)-11,22,33-tris(benzyloxy)-12,15,23,26-tetraoxo-11,16,22,27,33-pentaaza-2,5,8-trioxatritriacontane), C(C1=CC=CC=C1)ON(CCCCC#N)C(CCC(NCCCCCNOCC1=CC=CC=C1)=O)=O (6,17-Bis(benzyloxy)-7,10-dioxo-6,11,17-triazaheptadecane-nitrile). Run in C(Cl)Cl (CH2Cl2). Product: C(C1=CC=CC=C1)ON(CCOCCOCCOC)C(CCC(NCCCCCN(C(CCC(NCCCCCNOCC1=CC=CC=C1)=O)=O)OCC1=CC=CC=C1)=O)=O (11,22,33-Tris(benzyloxy)-12,15,23,26-tetraoxo-11,16,22,27,33-pentaaza-2,5,8-trioxatritriacontane). As a reaction SMILES: C(O)(C(F)(F)F)=O.C(OC([N:15]([O:68][CH2:69][C:70]1[CH:75]=[CH:74][CH:73]=[CH:72][CH:71]=1)[CH2:16][CH2:17][CH2:18][CH2:19][CH2:20][NH:21][C:22](=[O:67])[CH2:23][CH2:24][C:25](=[O:66])[N:26]([O:58][CH2:59][C:60]1[CH:65]=[CH:64][CH:63]=[CH:62][CH:61]=1)[CH2:27][CH2:28][CH2:29][CH2:30][CH2:31][NH:32][C:33](=[O:57])[CH2:34][CH2:35][C:36](=[O:56])[N:37]([O:48][CH2:49][C:50]1[CH:55]=[CH:54][CH:53]=[CH:52][CH:51]=1)[CH2:38][CH2:39][O:40][CH2:41][CH2:42][O:43][CH2:44][CH2:45][O:46][CH3:47])=O)(C)(C)C.C(ON(C(=O)CCC(=O)NCCCCCNOCC1C=CC=CC=1)CCCCC#N)C1C=CC=CC=1>C(Cl)Cl>[CH2:49]([O:48][N:37]([C:36](=[O:56])[CH2:35][CH2:34][C:33](=[O:57])[NH:32][CH2:31][CH2:30][CH2:29][CH2:28][CH2:27][N:26]([O:58][CH2:59][C:60]1[CH:65]=[CH:64][CH:63]=[CH:62][CH:61]=1)[C:25](=[O:66])[CH2:24][CH2:23][C:22](=[O:67])[NH:21][CH2:20][CH2:19][CH2:18][CH2:17][CH2:16][NH:15][O:68][CH2:69][C:70]1[CH:75]=[CH:74][CH:73]=[CH:72][CH:71]=1)[CH2:38][CH2:39][O:40][CH2:41][CH2:42][O:43][CH2:44][CH2:45][O:46][CH3:47])[C:50]1[CH:51]=[CH:52][CH:53]=[CH:54][CH:55]=1. Procedure: 11,22,33-Tris(benzyloxy)-12,15,23,26-tetraoxo-11,16,22,27,33-pentaaza-2,5,8-trioxatritriacontane (21) was prepared by adding excess TFA to (20) (2.05 g, 2.16 mmol) in CH2Cl2 at 0° C. The solution was stirred at room temperature and worked up by the method of (9) to give 1.91 g (quantitative) of (21) as a waxy solid: NMR δ 1.18-1.70 (m, 12 H), 2.32-3.33 (m, 18 H), 3.39-3.80 (m, 14 H), 4.64 (s, 2 H), 4.80 (s, 2 H), 4.87 (s, 2 H), 6.23 (br s, 2 H), 7.2-7.4 (m, 15 H). Analysis: (C46H67N5O10.H2O) C, ... Reactants: CC(C)C(C(CCCC)=O)C1=CC=CC=C1 (2-methyl-3-phenyloctan-4-one), C(C1=CC=CC=C1)(=O)OOC(C1=CC=CC=C1)=O (dibenzoyl peroxide), C1CC(=O)N(C1=O)Br (NBS). Solvent: C(Cl)(Cl)(Cl)Cl (CCl4). Product: CC(C)C(C(CCCC)=O)(C1=CC=CC=C1)Br (2-methyl-3-bromo-3-phenyloctan-4-one), oil. As a reaction SMILES: [CH3:1][CH:2]([CH:4]([C:11]1[CH:16]=[CH:15][CH:14]=[CH:13][CH:12]=1)[C:5](=[O:10])[CH2:6][CH2:7][CH2:8][CH3:9])[CH3:3].C(OOC(=O)C1C=CC=CC=1)(=O)C1C=CC=CC=1.C1C(=O)N([Br:42])C(=O)C1>C(Cl)(Cl)(Cl)Cl>[CH3:1][CH:2]([C:4]([Br:42])([C:11]1[CH:16]=[CH:15][CH:14]=[CH:13][CH:12]=1)[C:5](=[O:10])[CH2:6][CH2:7][CH2:8][CH3:9])[CH3:3]. Procedure: To a magnetically stirred solution of 2-methyl-3-phenyloctan-4-one (Intermediate IIa-1) (4.31 gram, 0.02 mol) in CCl4 (40 ml) was added a catalytic amount of dibenzoyl peroxide and NBS (6.56 gram). The resulting mixture was heated for 6 hours at reflux temperature. The obtained mixture was allowed to attain room temperature. The formed precipitate was removed by filtration. The filtrate was concentrated to give crude 2-methyl-3-bromo-3-phenyloctan-4-one (intermediate IIb-1)—contaminated with som... Starting materials: COCCSC1=NNC=N1 (3-(2-methoxyethylthio)-1,2,4-triazole), 100, OO (hydrogen peroxide). Reagents/catalysts: [Pd] (palladium/charcoal). Run in C(C)(=O)O (acetic acid). Yields the product COCCS(=O)C1=NNC=N1 (3-(2-methoxyethylsulphinyl)-1,2,4-triazole). Reaction SMILES: [CH3:1][O:2][CH2:3][CH2:4][S:5][C:6]1[N:10]=[CH:9][NH:8][N:7]=1.[OH:11]O>[Pd].C(O)(=O)C>[CH3:1][O:2][CH2:3][CH2:4][S:5]([C:6]1[N:10]=[CH:9][NH:8][N:7]=1)=[O:11]. Procedure: A solution of 31.8 g. of 3-(2-methoxyethylthio)-1,2,4-triazole was dissolved in 300 ml. of acetic acid and heated to 80° C. To this solution was added by portions 67.2 ml. of 100 vol. hydrogen peroxide and the temperature was maintained at 80° C. for two hours with cooling as necessary in the early stages. A small amount of 10% palladium/charcoal catalyst was added to destroy excess hydrogen peroxide. After an hour the solution was filtered and sulphur dioxide passed through the mixture as a pre...